From a dataset of the Open Reaction Database (ORD), a public repository of structured organic reaction records. describe an organic reaction: reactants, conditions, products, and yield Reactants: C(C)(C)C=1C=C2C=CC=NC2=C(C1)C1=CC(=CC=C1)SC (6-isopropyl-8-(3-methylsulfanyl-phenyl)-quinoline), OOS(=O)[O-].[K+] (Oxone). Solvent: CO (MeOH), O (water), C(=O)(O)[O-].[Na+] (NaHCO3). Reaction conditions: time 30 minute. The product is N1=CC=CC2=CC=CC=C12 (Quinoline). Reaction SMILES: C([C:4]1[CH:5]=[C:6]2[C:11](=[C:12](C3C=CC=C(SC)C=3)[CH:13]=1)[N:10]=[CH:9][CH:8]=[CH:7]2)(C)C.OOS([O-])=O.[K+]>CO.O.C([O-])(O)=O.[Na+]>[N:10]1[C:11]2[C:6](=[CH:5][CH:4]=[CH:13][CH:12]=2)[CH:7]=[CH:8][CH:9]=1 |f:1.2,5.6|. Procedure details: To a solution of the 6-isopropyl-8-(3-methylsulfanyl-phenyl)-quinoline from the previous Step 1 (0.84 g) in MeOH (0.35M) at 0° C. was added a solution of Oxone (0.5 eq) in water (0.18M). The resulting mixture was stirred for 30 min, then poured in saturated aqueous NaHCO3 and extracted with EtOAc (2×). The combined organic extracts were washed with brine, dried over MgSO4, filtered and concentrated. The residual oil was dissolved in TFAA (0.2M), stirred at 40° C. for 30 min and finally concentra... The reactants are O (water), NC1=CC(=C(C=C1)C=1N(C=CC1)C(=O)OC(C)(C)C)F (t-butyl 2-(4-amino-2-fluoro-phenyl)-pyrrole-1-carboxylate), [H][H] (hydrogen). Reagents/catalysts: [Pt].[C] (platinum carbon). Run in CC(C)O (2-propanol). Product: NC1=CC(=C(C=C1)C1N(CCC1)C(=O)OC(C)(C)C)F (t-butyl 2-(4-amino-2-fluoro-phenyl)-pyrrolidine-1-carboxylate). RXN SMILES: O.[NH2:2][C:3]1[CH:8]=[CH:7][C:6]([C:9]2[N:10]([C:14]([O:16][C:17]([CH3:20])([CH3:19])[CH3:18])=[O:15])[CH:11]=[CH:12][CH:13]=2)=[C:5]([F:21])[CH:4]=1.[H][H]>[Pt].[C].CC(O)C>[NH2:2][C:3]1[CH:8]=[CH:7][C:6]([CH:9]2[CH2:13][CH2:12][CH2:11][N:10]2[C:14]([O:16][C:17]([CH3:19])([CH3:18])[CH3:20])=[O:15])=[C:5]([F:21])[CH:4]=1 |f:3.4|. Reported procedure: 5 ml of water and 660 mg of 5% platinum-carbon catalyst were added to a 2-propanol (50 ml) solution of 2.2 g of t-butyl 2-(4-amino-2-fluoro-phenyl)-pyrrole-1-carboxylate, and stirred in a hydrogen atmosphere under a pressure of 50 kgf/cm2 at 50° C. for 1 day. The catalyst was removed through filtration through Celite, the solvent was evaporated away under reduced pressure, and the residue was purified through silica gel column chromatography (developing solvent: hexane/ethyl acetate=1/1) to obta...